Task: describe an organic reaction: reactants, conditions, products, and yield. Dataset: the Open Reaction Database (ORD), a public repository of structured organic reaction records Yields the product C=CCCCC(=O)OC(C)(C)C. Starting materials: C=CCCCC(=O)O, CN(C)c1ccncc1, CC(C)(C)O, ClCCl. RXN SMILES: [C:1]([CH2:2][CH2:3][CH2:4][CH:5]=[CH2:6])(=[O:7])[OH:8].[CH3:17][N:18]([CH3:19])[c:20]1[cH:21][cH:22][n:23][cH:24][cH:25]1.[CH3:9][C:10]([CH3:11])([CH3:12])[OH:13].[Cl:14][CH2:15][Cl:16]>>[C:1]([CH2:2][CH2:3][CH2:4][CH:5]=[CH2:6])(=[O:7])[O:8][C:10]([CH3:9])([CH3:11])[CH3:12]. Starting materials: NC1=C(C=C(OC2=CC(=NC=C2)C(=O)NC)C=C1)F (4-(4-amino-3-fluorophenoxy)-N-methylpyridine-2-carboxamide), C(C)(=O)Cl (acetyl chloride), ClC1=C(C=C(C=C1)N=C=O)C(F)(F)F (4-chloro-3-trifluoromethyl-phenylisocyanate), C1(=CC=CC=C1)C (toluene), CO (methanol). Run in O1CCCC1 (tetrahydrofuran), O1CCCC1 (tetrahydrofuran). Conditions: temperature 20 celsius, time 3 hour. The product is O.ClC1=C(C=C(C=C1)NC(=O)NC1=C(C=C(OC2=CC(=NC=C2)C(=O)NC)C=C1)F)C(F)(F)F (4-{4-[({[4-chloro-3-(trifluoromethyl)-phenyl]amino}carbonyl)amino]-3-fluorophenoxy}-N-methylpyridine-2-carboxamide monohydrate). Yield: 150.5%. As a reaction SMILES: [Cl:1][C:2]1[CH:7]=[CH:6][C:5]([N:8]=[C:9]=[O:10])=[CH:4][C:3]=1[C:11]([F:14])([F:13])[F:12].C1(C)C=CC=CC=1.CO.C(Cl)(=O)C.[NH2:28][C:29]1[CH:45]=[CH:44][C:32]([O:33][C:34]2[CH:39]=[CH:38][N:37]=[C:36]([C:40]([NH:42][CH3:43])=[O:41])[CH:35]=2)=[CH:31][C:30]=1[F:46]>O1CCCC1>[OH2:10].[Cl:1][C:2]1[CH:7]=[CH:6][C:5]([NH:8][C:9]([NH:28][C:29]2[CH:45]=[CH:44][C:32]([O:33][C:34]3[CH:39]=[CH:38][N:37]=[C:36]([C:40]([NH:42][CH3:43])=[O:41])[CH:35]=3)=[CH:31][C:30]=2[F:46])=[O:10])=[CH:4][C:3]=1[C:11]([F:12])([F:13])[F:14] |f:6.7|. Procedure: A reaction flask with stirrer was charged with 20.0 g of 4-(4-amino-3-fluorophenoxy)-N-methylpyridine-2-carboxamide and 180 g of tetrahydrofuran as solvent. A solution of 18.7 g of 4-chloro-3-trifluoromethyl-phenylisocyanate and 21.1 g of toluene was added dropwise within approximately 90 minutes at room temperature. The resulting solution was stirred for 3 hours to complete the reaction. After then 30 g of tetrahydrofuran and 7.8 g of methanol were added to the reaction mixture. Following 9.0 g... The reactants are Nc1ncc(Br)c(Cl)c1[N+](=O)[O-], CC(C)O, CCN(C(C)C)C(C)C, c1csc(CN2CCNCC2)n1. The product is Nc1ncc(Br)c(N2CCN(Cc3nccs3)CC2)c1[N+](=O)[O-]. Reaction SMILES: [Br:13][c:14]1[c:15]([Cl:24])[c:16]([N+:21](=[O:22])[O-:23])[c:17]([NH2:20])[n:18][cH:19]1.[CH:25]([OH:26])([CH3:27])[CH3:28].[CH:29]([N:30]([CH2:31][CH3:32])[CH:33]([CH3:34])[CH3:35])([CH3:36])[CH3:37].[N:1]1([CH2:7][c:8]2[s:9][cH:10][cH:11][n:12]2)[CH2:2][CH2:3][NH:4][CH2:5][CH2:6]1>>[N:1]1([CH2:7][c:8]2[s:9][cH:10][cH:11][n:12]2)[CH2:2][CH2:3][N:4]([c:15]2[c:14]([Br:13])[cH:19][n:18][c:17]([NH2:20])[c:16]2[N+:21](=[O:22])[O-:23])[CH2:5][CH2:6]1. Starting materials: C(CCCN)N (butane-1,4-diamine), ClC=1C=C2C(CN(CC2=C(C1)Cl)C)C1=CC=C(C=C1)S(=O)(=O)Cl (4-(6,8-dichloro-2-methyl-1,2,3,4-tetrahydroisoquinolin-4-yl)benzene-1-sulfonyl chloride), ClC=1C=C2C(CN(CC2=C(C1)Cl)C)C1=CC=C(C=C1)S(=O)(=O)Cl (4-(6,8-dichloro-2-methyl-1,2,3,4-tetrahydroisoquinolin-4-yl)benzene-1-sulfonyl chloride), CCN(C(C)C)C(C)C (DIEA). The solvent is C(Cl)(Cl)Cl (chloroform), C(Cl)(Cl)Cl (chloroform). Conditions: time 8 hour. Yields the product C(CCCNS(=O)(=O)C1=CC=C(C=C1)C1CN(CC2=C(C=C(C=C12)Cl)Cl)C)NS(=O)(=O)C1=CC=C(C=C1)C1CN(CC2=C(C=C(C=C12)Cl)Cl)C (N,N′-(butane-1,4-diyl)bis(4-(6,8-dichloro-2-methyl-1,2,3,4-tetrahydroisoquinolin-4-yl)benzenesulfonamide)). Isolated yield 13.1%. RXN SMILES: [Cl:1][C:2]1[CH:3]=[C:4]2[C:9](=[C:10]([Cl:12])[CH:11]=1)[CH2:8][N:7]([CH3:13])[CH2:6][CH:5]2[C:14]1[CH:19]=[CH:18][C:17]([S:20](Cl)(=[O:22])=[O:21])=[CH:16][CH:15]=1.C[CH2:25][N:26]([CH:30]([CH3:32])C)[CH:27]([CH3:29])C.[CH2:33]([NH2:38])[CH2:34][CH2:35][CH2:36][NH2:37]>C(Cl)(Cl)Cl>[CH2:33]([NH:38][S:20]([C:17]1[CH:18]=[CH:19][C:14]([CH:32]2[C:4]3[C:29](=[C:10]([Cl:12])[CH:11]=[C:2]([Cl:1])[CH:3]=3)[CH2:27][N:26]([CH3:25])[CH2:30]2)=[CH:15][CH:16]=1)(=[O:22])=[O:21])[CH2:34][CH2:35][CH2:36][NH:37][S:20]([C:17]1[CH:18]=[CH:19][C:14]([CH:5]2[C:4]3[C:9](=[C:10]([Cl:12])[CH:11]=[C:2]([Cl:1])[CH:3]=3)[CH2:8][N:7]([CH3:13])[CH2:6]2)=[CH:15][CH:16]=1)(=[O:22])=[O:21]. Procedure: To a solution of 4-(6,8-dichloro-2-methyl-1,2,3,4-tetrahydroisoquinolin-4-yl)benzene-1-sulfonyl chloride (intermediate 10.6) (150 mg, 0.353 mmol) in chloroform (0.706 mL) was added DIEA (182 mg, 1.412 mmol) and a solution of butane-1,4-diamine (15.5 mg, 0.176 mmol) in chloroform (0.176 mL). The reaction was stirred overnight at which point the solvent was removed and the resulting residue brought up in 50% IPA/H2O. Purification by preparative HPLC gave the title compound (18.4 mg) as a TFA salt.... Starting materials: C(C)C1=C(C(=CC(=C1)C)CC)CC(=O)C1C(CCC(C1)=C)C(=O)O (2-[(2,6-diethyl-4-methylphenyl)acetyl]-4-methylidenecyclohexane-carboxylic acid), C([O-])([O-])=O.[K+].[K+] (potassium carbonate), COS(=O)(=O)OC (dimethylsulphate). The solvent is CC(=O)C (acetone), C(C)(=O)OCC (ethyl acetate). Product: C(C)C1=C(C(=CC(=C1)C)CC)CC(=O)C1C(CCC(C1)=C)C(=O)OC (methyl 2-[(2,6-diethyl-4-methylphenyl)acetyl]-4-methylidenecyclohexane-carboxylate). The yield is 66.6%. As a reaction SMILES: [CH2:1]([C:3]1[CH:8]=[C:7]([CH3:9])[CH:6]=[C:5]([CH2:10][CH3:11])[C:4]=1[CH2:12][C:13]([CH:15]1[CH2:20][C:19](=[CH2:21])[CH2:18][CH2:17][CH:16]1[C:22]([OH:24])=[O:23])=[O:14])[CH3:2].[C:25](=O)([O-])[O-].[K+].[K+].COS(OC)(=O)=O>CC(C)=O.C(OCC)(=O)C>[CH2:10]([C:5]1[CH:6]=[C:7]([CH3:9])[CH:8]=[C:3]([CH2:1][CH3:2])[C:4]=1[CH2:12][C:13]([CH:15]1[CH2:20][C:19](=[CH2:21])[CH2:18][CH2:17][CH:16]1[C:22]([O:24][CH3:25])=[O:23])=[O:14])[CH3:11] |f:1.2.3|. Procedure: 5.45 g (17.33 mmol) of 2-[(2,6-diethyl-4-methylphenyl)acetyl]-4-methylidenecyclohexane-carboxylic acid (XIII-1), together with 2.38 g of potassium carbonate and 2.62 g (20.8 mmol) of dimethylsulphate, are boiled at reflux in 50 ml of acetone for 5 h, and after cooling, the reaction mixture is taken up in ethyl acetate, extracted with water and dried (magnesium sulphate), and the solvent is distilled off. Chromatography on silica gel using ethyl acetate/hexane (v/v=30:70) gives 3.93 g (69%) of me...